From a dataset of the Open Reaction Database (ORD), a public repository of structured organic reaction records. describe an organic reaction: reactants, conditions, products, and yield Starting materials: Cl.FC1=C(C(=O)NC2=CC(=C(C=C2)OC2=C3C(=NC=C2)NC(=C3)C=3C=NC=CC3)F)C(=CC=C1)F (2,6-Difluoro-N-(3-fluoro-4-(2-(pyridin-3-yl)-1H-pyrrolo[2,3-b]pyridin-4-yloxy)phenyl)benzamide, hydrochloride salt), Cl.FC1=C(C(=O)NC2=CC(=C(C=C2)OC2=C3C(=NC=C2)NC(=C3)C=3C=NC=CC3)F)C(=CC=C1)F (2,6-Difluoro-N-(3-fluoro-4-(2-(pyridin-3-yl)-1H-pyrrolo[2,3-b]pyridin-4-yloxy)phenyl)benzamide, hydrochloride salt), O=C1N(C=CC=C1C(=O)O)C1=CC=CC=C1 (2-oxo-1-phenyl-1,2-dihydropyridine-3-carboxylic acid). Product: FC=1C=C(C=CC1OC1=C2C(=NC=C1)NC(=C2)C=2C=NC=CC2)NC(=O)C=2C(N(C=CC2)C2=CC=CC=C2)=O (N-(3-Fluoro-4-(2-(pyridin-3-yl)-1H-pyrrolo[2,3-b]pyridin-4-yloxy)phenyl)-2-oxo-1-phenyl-1,2-dihydropyridine-3-carboxamide). Reaction SMILES: Cl.FC1C=CC=C(F)C=1C([NH:7][C:8]1[CH:13]=[CH:12][C:11]([O:14][C:15]2[CH:20]=[CH:19][N:18]=[C:17]3[NH:21][C:22]([C:24]4[CH:25]=[N:26][CH:27]=[CH:28][CH:29]=4)=[CH:23][C:16]=23)=[C:10]([F:30])[CH:9]=1)=O.[O:36]=[C:37]1[C:42]([C:43]([OH:45])=O)=[CH:41][CH:40]=[CH:39][N:38]1[C:46]1[CH:51]=[CH:50][CH:49]=[CH:48][CH:47]=1>>[F:30][C:10]1[CH:9]=[C:8]([NH:7][C:43]([C:42]2[C:37](=[O:36])[N:38]([C:46]3[CH:51]=[CH:50][CH:49]=[CH:48][CH:47]=3)[CH:39]=[CH:40][CH:41]=2)=[O:45])[CH:13]=[CH:12][C:11]=1[O:14][C:15]1[CH:20]=[CH:19][N:18]=[C:17]2[NH:21][C:22]([C:24]3[CH:25]=[N:26][CH:27]=[CH:28][CH:29]=3)=[CH:23][C:16]=12 |f:0.1|. Procedure: Prepared in a similar manner as Example 239 using 3-fluoro-4-(2-(pyridin-3-yl)-1H-pyrrolo[2,3-b]pyridin-4-yloxy)benzenamine (Compound E of Example 237) and 2-oxo-1-phenyl-1,2-dihydropyridine-3-carboxylic acid. 1H NMR (DMSO-d6) δ 12.87 (s, 1H), 12.18 (s, 1H), 9.39 (s, 1H), 8.70–8.85 (m, 2H), 8.60 (d, 1H, J=7.1 Hz), 8.00–8.25 (m, 3H), 7.94 (s, 1H), 7.30–7.75 (m, 8H), 6.77 (t, 1H, J=6.6 Hz), 6.45 (d, 1H, J=4.6 Hz), 4.21 (s, 2H), 3.68 (s, 2H), 2.43 (s, 6H); LC/MS(ESI+) m/z 518 (M+H)+.